Dataset: the Open Reaction Database (ORD), a public repository of structured organic reaction records. Task: describe an organic reaction: reactants, conditions, products, and yield The product is COCC1=CC=C(C=2N1N=C(C2)C(F)(F)F)C=O (7-methoxymethyl-2-trifluoromethyl-pyrazolo[1,5-a]pyridine-4-carboaldehyde). The solvent is C(Cl)(Cl)Cl (chloroform). The reagents and catalysts are [O-2].[O-2].[Mn+4] (manganese dioxide). Reaction SMILES: [OH:1][CH2:2][C:3]1[C:4]2[N:5]([N:12]=[C:13]([C:15]([F:18])([F:17])[F:16])[CH:14]=2)[C:6]([CH2:9][O:10][CH3:11])=[CH:7][CH:8]=1>C(Cl)(Cl)Cl.[O-2].[O-2].[Mn+4]>[CH3:11][O:10][CH2:9][C:6]1[N:5]2[N:12]=[C:13]([C:15]([F:18])([F:17])[F:16])[CH:14]=[C:4]2[C:3]([CH:2]=[O:1])=[CH:8][CH:7]=1 |f:2.3.4|. Reactants: OCC=1C=2N(C(=CC1)COC)N=C(C2)C(F)(F)F (4-hydroxymethyl-7-methoxymethyl-2-trifluoromethyl-pyrazolo[1,5-a]pyridine). Yield: 96.4%. Reported procedure: Activated manganese dioxide (20.0 g) was added to a solution of the compound of Example 326 (6.00 g) in chloroform (120 mL). The reaction mixture was stirred at 50° C. for 5 hours. Subsequently, the mixture was filtered through Celite. The filtrate was concentrated to afford the title compound as a pale yellow powder (5.74 g). Run at temperature 50 celsius, time 5 hour. The reactants are ClC=1C=C(C(=C(C1)C=1C=C2CC[C@@H](C2=CC1)NC(=O)C1(CC1)N)C1=NOC(=N1)C)F (1-Amino-cyclopropanecarboxylic acid{(S)-5-[5-chloro-3-fluoro-2-(5-methyl-[1,2,4]oxadiazol-3-yl)-phenyl]-indan-1-yl}-amide), COC1=NOC(=C1)C(=O)O (3-methoxy-isoxazole-5-carboxylic acid). Product: ClC=1C=C(C(=C(C1)C=1C=C2CC[C@@H](C2=CC1)NC(=O)C1(CC1)NC(=O)C1=CC(=NO1)OC)C1=NOC(=N1)C)F (3-Methoxy-isoxazole-5-carboxylic acid(1-{(S)-5-[5-chloro-3-fluoro-2-(5-methyl-[1,2,4]oxadiazol-3-yl)-phenyl]-indan-1-ylcarbamoyl}-cyclopropyl)-amide). RXN SMILES: [Cl:1][C:2]1[CH:3]=[C:4]([F:30])[C:5]([C:24]2[N:28]=[C:27]([CH3:29])[O:26][N:25]=2)=[C:6]([C:8]2[CH:9]=[C:10]3[C:14](=[CH:15][CH:16]=2)[C@@H:13]([NH:17][C:18]([C:20]2([NH2:23])[CH2:22][CH2:21]2)=[O:19])[CH2:12][CH2:11]3)[CH:7]=1.[CH3:31][O:32][C:33]1[CH:37]=[C:36]([C:38](O)=[O:39])[O:35][N:34]=1>>[Cl:1][C:2]1[CH:3]=[C:4]([F:30])[C:5]([C:24]2[N:28]=[C:27]([CH3:29])[O:26][N:25]=2)=[C:6]([C:8]2[CH:9]=[C:10]3[C:14](=[CH:15][CH:16]=2)[C@@H:13]([NH:17][C:18]([C:20]2([NH:23][C:38]([C:36]4[O:35][N:34]=[C:33]([O:32][CH3:31])[CH:37]=4)=[O:39])[CH2:21][CH2:22]2)=[O:19])[CH2:12][CH2:11]3)[CH:7]=1. Procedure details: In analogy to the procedures described for the preparation of intermediate A-1 [B], 1-amino-cyclopropanecarboxylic acid{(S)-5-[5-chloro-3-fluoro-2-(5-methyl-[1,2,4]oxadiazol-3-yl)-phenyl]-indan-1-yl}-amide (example 24) was coupled with 3-methoxy-isoxazole-5-carboxylic acid to yield the title compound as light yellow solid. MS: 552.2 (MH+, 1Cl). Reactants: ClC#CCOC1=C(C=CC=C1)C(F)(F)F (1-(3-chloroprop-2-ynyloxy)-2-(trifluoromethyl)benzene), S(O)(O)(=O)=O (sulfuric acid), ice water. The solvent is FC(C(=O)O)(F)F (trifluoroacetic acid). The product is EtOAc hexanes, FC(C=1C=CC=C2C(CCOC12)=O)(F)F (8-(trifluoromethyl)chroman-4-one). Isolated yield 32.4%. RXN SMILES: Cl[C:2]#[C:3][CH2:4][O:5][C:6]1[CH:11]=[CH:10][CH:9]=[CH:8][C:7]=1[C:12]([F:15])([F:14])[F:13].S(=O)(=O)(O)[OH:17]>FC(F)(F)C(O)=O>[F:13][C:12]([F:15])([F:14])[C:7]1[CH:8]=[CH:9][CH:10]=[C:11]2[C:6]=1[O:5][CH2:4][CH2:3][C:2]2=[O:17]. Procedure: A solution of Example 18A (24.1 g, 103 mmol) and sulfuric acid (12 mL, 225 mmol) in trifluoroacetic acid (200 mL) was stirred at room temperature for 3 days. The reaction mixture was poured into ice-water and extracted with dichloromethane (2×200 mL). The organic layers were combined, washed with a saturated aqueous NaHCO3 solution (200 mL), dried (MgSO4), filtered, and concentrated. Silica gel chromatography (15% EtOAc/hexanes) gave the title compound (7.21 g, 33.4 mmol, 32%). MS (DCI/NH3) m/z ... Product: CS(=O)(=O)c1ccc(C(CC2CCCC2)C(=O)Nc2ccn(Cc3cccc(C(=O)Cl)c3)n2)cc1Cl. The reactants are ClCCl, CS(=O)(=O)c1ccc(C(CC2CCCC2)C(=O)Nc2ccn(Cc3cccc(C(=O)O)c3)n2)cc1Cl, O=C(Cl)C(=O)Cl, Cc1cccc(C)n1. As a reaction SMILES: [CH2:51]([Cl:52])[Cl:53].[Cl:1][c:2]1[cH:3][c:4]([CH:12]([C:13](=[O:14])[NH:15][c:16]2[n:17][n:18]([CH2:21][c:22]3[cH:23][c:24]([C:25](=[O:26])[OH:27])[cH:28][cH:29][cH:30]3)[cH:19][cH:20]2)[CH2:31][CH:32]2[CH2:33][CH2:34][CH2:35][CH2:36]2)[cH:5][cH:6][c:7]1[S:8](=[O:9])(=[O:10])[CH3:11].[Cl:37][C:38]([C:39]([Cl:40])=[O:41])=[O:42].[n:43]1[c:44]([CH3:45])[cH:46][cH:47][cH:48][c:49]1[CH3:50]>>[Cl:1][c:2]1[cH:3][c:4]([CH:12]([C:13](=[O:14])[NH:15][c:16]2[n:17][n:18]([CH2:21][c:22]3[cH:23][c:24]([C:25](=[O:27])[Cl:37])[cH:28][cH:29][cH:30]3)[cH:19][cH:20]2)[CH2:31][CH:32]2[CH2:33][CH2:34][CH2:35][CH2:36]2)[cH:5][cH:6][c:7]1[S:8](=[O:9])(=[O:10])[CH3:11]. Starting materials: CC=1C(=CC=C2CCNC12)[N+](=O)[O-] (2,3-dihydro-7-methyl-6-nitroindole), CC=1C=CC(=C2CCNC12)[N+](=O)[O-] (2,3-dihydro-7-methyl-4-nitroindole), N,N-dimethylaminopyridine, C(C)(C)(C)OC(=O)OC(=O)OC(C)(C)C (di-t-butyidicarbonate). Run in C(Cl)Cl (methylene chloride), C(Cl)Cl (methylene chloride). Conditions: time 8 hour. Product: C(C)(C)(C)OC(=O)N1CCC2=C(C=CC(=C12)C)[N+](=O)[O-] (1-t-butoxycarbonyl-2,3-dihydro-7-methyl-4-nitroindole), C(C)(C)(C)OC(=O)N1CCC2=CC=C(C(=C12)C)[N+](=O)[O-] (1-t-butoxycarbonyl-2,3-dihydro-7-methyl-6-nitroindole). RXN SMILES: [CH3:1][C:2]1[C:3]([N+:11]([O-:13])=[O:12])=[CH:4][CH:5]=[C:6]2[C:10]=1[NH:9][CH2:8][CH2:7]2.[CH3:14][C:15]1[CH:16]=[CH:17][C:18]([N+:24]([O-:26])=[O:25])=[C:19]2[C:23]=1[NH:22][CH2:21][CH2:20]2.[C:27]([O:31][C:32](O[C:35]([O:37][C:38]([CH3:41])([CH3:40])[CH3:39])=[O:36])=[O:33])([CH3:30])([CH3:29])[CH3:28]>C(Cl)Cl>[C:27]([O:31][C:32]([N:22]1[C:23]2[C:19](=[C:18]([N+:24]([O-:26])=[O:25])[CH:17]=[CH:16][C:15]=2[CH3:14])[CH2:20][CH2:21]1)=[O:33])([CH3:30])([CH3:29])[CH3:28].[C:38]([O:37][C:35]([N:9]1[C:10]2[C:6](=[CH:5][CH:4]=[C:3]([N+:11]([O-:13])=[O:12])[C:2]=2[CH3:1])[CH2:7][CH2:8]1)=[O:36])([CH3:39])([CH3:40])[CH3:41]. Reported procedure: The isomeric mixture of 2,3-dihydro-7-methyl-6-nitroindole and 2,3-dihydro-7-methyl-4-nitroindole (6.10 g; 0.0337 mol) is dissolved in methylene chloride (50 mL). To this solution is added N,N-dimethylaminopyridine (4.30 g; 0.0337 mol) and di-t-butyidicarbonate (22.5 g; 0.101 mol). Additional methylene chloride (50 mL) is added and the flask is equipped with a reflux condenser. The solution is allowed to stir overnight under an atmosphere of argon. The methylene chloride solution is extracted wi... The reactants are CCOC(C)=O, Cl, CC(C)(C)OC(=O)N1CCCC(Cc2ccc(NC(=O)c3ccc(-c4ccc(F)cc4)cc3)cc2)C1. Product: Cl, O=C(Nc1ccc(CC2CCCNC2)cc1)c1ccc(-c2ccc(F)cc2)cc1. As a reaction SMILES: [C:1]([O:2][CH2:3][CH3:4])(=[O:5])[CH3:6].[ClH:7].[F:8][c:9]1[cH:10][cH:11][c:12](-[c:15]2[cH:16][cH:17][c:18]([C:21](=[O:22])[NH:23][c:24]3[cH:25][cH:26][c:27]([CH2:28][CH:29]4[CH2:30][N:31]([C:35]([O:36][C:37]([CH3:38])([CH3:39])[CH3:40])=[O:41])[CH2:32][CH2:33][CH2:34]4)[cH:42][cH:43]3)[cH:19][cH:20]2)[cH:13][cH:14]1>>[ClH:7].[F:8][c:9]1[cH:10][cH:11][c:12](-[c:15]2[cH:16][cH:17][c:18]([C:21](=[O:22])[NH:23][c:24]3[cH:25][cH:26][c:27]([CH2:28][CH:29]4[CH2:30][NH:31][CH2:32][CH2:33][CH2:34]4)[cH:42][cH:43]3)[cH:19][cH:20]2)[cH:13][cH:14]1. Reactants: O=C(O)CCc1ccc(CC(=O)C(=O)c2ccccc2)cc1, COC(OC)N(C)C, CN(C)C=O. Yields the product CN(C)C=C(C(=O)C(=O)c1ccccc1)c1ccc(CCC(=O)O)cc1. As a reaction SMILES: [C:1](=[O:2])([OH:3])[CH2:4][CH2:5][c:6]1[cH:7][cH:8][c:9]([CH2:12][C:13]([C:14](=[O:15])[c:16]2[cH:17][cH:18][cH:19][cH:20][cH:21]2)=[O:22])[cH:10][cH:11]1.[CH3:23][O:24][CH:25]([N:26]([CH3:27])[CH3:28])[O:29][CH3:30].[CH3:31][N:32]([CH3:33])[CH:34]=[O:35]>>[C:1](=[O:2])([OH:3])[CH2:4][CH2:5][c:6]1[cH:7][cH:8][c:9]([C:12]([C:13]([C:14](=[O:15])[c:16]2[cH:17][cH:18][cH:19][cH:20][cH:21]2)=[O:22])=[CH:25][N:26]([CH3:27])[CH3:28])[cH:10][cH:11]1. The reactants are C(=O)C=1N=C2N(N=CC=C2N2CCOCC2)C1C1=CC=C(C(=O)OC(C)(C)C)C=C1 (tert-Butyl 4-(2-formyl-8-morpholinoimidazo[1,2-b]pyridazin-3-yl)benzoate), [BH4-].[Na+] (NaBH4), O1CCOCC1 (dioxane), CO (MeOH). The solvent is O (water). Run at time 18 hour. Product: OCC=1N=C2N(N=CC=C2N2CCOCC2)C1C1=CC=C(C(=O)OC(C)(C)C)C=C1 (tert-Butyl 4-(2-(hydroxymethyl)-8-morpholinoimidazo[1,2-b]pyridazin-3-yl)benzoate). As a reaction SMILES: [CH:1]([C:3]1[N:4]=[C:5]2[C:10]([N:11]3[CH2:16][CH2:15][O:14][CH2:13][CH2:12]3)=[CH:9][CH:8]=[N:7][N:6]2[C:17]=1[C:18]1[CH:30]=[CH:29][C:21]([C:22]([O:24][C:25]([CH3:28])([CH3:27])[CH3:26])=[O:23])=[CH:20][CH:19]=1)=[O:2].O1CCOCC1.CO.[BH4-].[Na+]>O>[OH:2][CH2:1][C:3]1[N:4]=[C:5]2[C:10]([N:11]3[CH2:16][CH2:15][O:14][CH2:13][CH2:12]3)=[CH:9][CH:8]=[N:7][N:6]2[C:17]=1[C:18]1[CH:30]=[CH:29][C:21]([C:22]([O:24][C:25]([CH3:26])([CH3:28])[CH3:27])=[O:23])=[CH:20][CH:19]=1 |f:3.4|. Reported procedure: Compound 5f (315 mg, 0.772 mmol) was placed in a 40 mL vial equipped with a stir bar and then dioxane (10 mL) and MeOH (10 mL) were added. NaBH4 (51.0 mg, 1.35 mmol) was added and then the reaction was stirred at rt for 18 h. The reaction was diluted with water (20 mL) and the mixture was extracted with DCM (3×25 mL). The organic extracts were combined, dried over Na2SO4, and filtered. The solvent was removed under reduced pressure to afford compound 34a. 1H-NMR (400 MHz, CDCl3) δ (ppm): 8.09-8.... Reactants: BrC1=C(C=CC2=C1C=1NC(CC(C1O2)=O)C2=CC=CC=C2)OC (9-bromo-8-methoxy-2-phenyl-2,3-dihydro-benzofuro[3,2-b]pyridin-4(1H)-one), FeCl3.6H2O, O1CCOCC1 (1,4-dioxane). Solvent: O (water). Run at temperature 110 celsius. Product: OC1=C2C(=NC(=C1)C1=CC=CC=C1)C1=C(O2)C=CC(=C1Br)OC (4-hydroxyl-9-bromo-8-methoxy-2-phenyl-benzofuro[3,2-b]pyridine). Yield: 91.7%. As a reaction SMILES: [Br:1][C:2]1[C:7]2[C:8]3[NH:9][CH:10]([C:16]4[CH:21]=[CH:20][CH:19]=[CH:18][CH:17]=4)[CH2:11][C:12](=[O:15])[C:13]=3[O:14][C:6]=2[CH:5]=[CH:4][C:3]=1[O:22][CH3:23].O1CCOCC1>O>[OH:15][C:12]1[CH:11]=[C:10]([C:16]2[CH:21]=[CH:20][CH:19]=[CH:18][CH:17]=2)[N:9]=[C:8]2[C:7]3[C:2]([Br:1])=[C:3]([O:22][CH3:23])[CH:4]=[CH:5][C:6]=3[O:14][C:13]=12. Procedure details: A mixture of 13B (2.0 g, 0.0053 mol), FeCl3.6H2O (6 g) and 1,4-dioxane (20 mL) was heated to 110° C. and reacted overnight. After reaction completed, the reaction mixture was added dropwise into water. The precipitated solids were collected by filtration to give 13C (1.8 g, 90.4% yield). Starting materials: COC=1C=C(OCC2=CC(=NN2C)[C@H]2N(CCC2)C(=O)OC(C)(C)C)C=CC1OC ((S)-t-Butyl 2-(5-((3,4-dimethoxyphenoxy)methyl)-1-methyl-1H-pyrazol-3-yl)pyrrolidine-1-carboxylate), COC=1C=C(OCC2=CC(=NN2)[C@H]2N(CCC2)C(=O)OC(C)(C)C)C=CC1OC ((S)-t-Butyl 2-(5-((3,4-dimethoxyphenoxy)methyl)-1H-pyrazol-3-yl)pyrrolidine-1-carboxylate). Product: COC=1C=C(OCC2=CC(=NN2)[C@H]2NCCC2)C=CC1OC ((S)-5-((3,4-Dimethoxyphenoxy)methyl)-3-(pyrrolidin-2-yl)-1H-pyrazole). RXN SMILES: [CH3:1][O:2][C:3]1[CH:4]=[C:5]([CH:26]=[CH:27][C:28]=1[O:29][CH3:30])[O:6][CH2:7][C:8]1[N:12](C)[N:11]=[C:10]([C@@H:14]2[CH2:18][CH2:17][CH2:16][N:15]2C(OC(C)(C)C)=O)[CH:9]=1.COC1C=C(C=CC=1OC)OCC1NN=C([C@@H]2CCCN2C(OC(C)(C)C)=O)C=1>>[CH3:1][O:2][C:3]1[CH:4]=[C:5]([CH:26]=[CH:27][C:28]=1[O:29][CH3:30])[O:6][CH2:7][C:8]1[NH:12][N:11]=[C:10]([C@@H:14]2[CH2:18][CH2:17][CH2:16][NH:15]2)[CH:9]=1. Procedure: The procedure of Example 13-(3) was repeated, except that the compound obtained in Example 13-(2) was replaced by the compound (460 mg) obtained in Example 15-(1); this gave the titled compound (339 mg, pale brown oil.)